This data is from the Open Reaction Database (ORD), a public repository of structured organic reaction records. The task is: describe an organic reaction: reactants, conditions, products, and yield Starting materials: [BH4-].[Na+] (sodium borohydride), CC1=C(C(=C(C=N1)CO)C=O)O (pyridoxal), NCCCCCC(=O)O (6-aminocaproic acid). Run in CO (methyl alcohol), CO (methyl alcohol). Run at time 1 hour. The product is [OH-].[NH4+] (ammonium hydroxide), OC=1C(=NC=C(C1CNCCCCCC(=O)O)CO)C (6-[(3-Hydroxy-5-hydroxymethyl-2-methyl-pyridin-4-ylmethyl)-amino]hexanoic acid). The yield is 81.3%. RXN SMILES: [CH3:1][C:2]1[N:7]=[CH:6][C:5]([CH2:8][OH:9])=[C:4]([CH:10]=O)[C:3]=1[OH:12].[NH2:13][CH2:14][CH2:15][CH2:16][CH2:17][CH2:18][C:19]([OH:21])=[O:20].[BH4-].[Na+]>CO>[OH-:9].[NH4+:7].[OH:12][C:3]1[C:2]([CH3:1])=[N:7][CH:6]=[C:5]([CH2:8][OH:9])[C:4]=1[CH2:10][NH:13][CH2:14][CH2:15][CH2:16][CH2:17][CH2:18][C:19]([OH:21])=[O:20] |f:2.3,5.6|. Reported procedure: A mixture of pyridoxal (20.0 g, 98.5 mmol) and 6-aminocaproic acid (22.2 g, 169 mmol) was stirred in methyl alcohol (2 L) at room temperature for 12 hours. The solution was placed in an ice bath and sodium borohydride (5.7 g, 167 mmol) was added slowly. The resulting mixture was stirred for one hour at room temperature and then the solvent was evaporated to dryness. The crude product was purified by column chromatography on silica gel using a mixture of dichloromethane:methyl alcohol:30% ammoniu... The reactants are COC1=CC=C(C=C1)O (4-methoxyphenol), N(=NC(=O)OCC)C(=O)OCC (Diethyl azodicarboxylate), C1(=CC=CC=C1)P(C1=CC=CC=C1)C1=CC=CC=C1 (triphenylphosphine), OCCC1=C2CC(NC2=CC=C1)=O (4-(2-hydroxy-ethyl)-1,3-dihydro-indol-2-one). Run in O1CCCC1 (tetrahydrofuran). Reaction conditions: time 15 minute. Product: COC1=CC=C(OCCC2=C3CC(NC3=CC=C2)=O)C=C1 (4-[2-(4-Methoxy-phenoxy)-ethyl]-1,3-dihydro-indol-2-one). Isolated yield 16.5%. RXN SMILES: N(C(OCC)=O)=NC(OCC)=O.C1(P(C2C=CC=CC=2)C2C=CC=CC=2)C=CC=CC=1.[OH:32][CH2:33][CH2:34][C:35]1[CH:43]=[CH:42][CH:41]=[C:40]2[C:36]=1[CH2:37][C:38](=[O:44])[NH:39]2.[CH3:45][O:46][C:47]1[CH:52]=[CH:51][C:50](O)=[CH:49][CH:48]=1>O1CCCC1>[CH3:45][O:46][C:47]1[CH:52]=[CH:51][C:50]([O:32][CH2:33][CH2:34][C:35]2[CH:43]=[CH:42][CH:41]=[C:40]3[C:36]=2[CH2:37][C:38](=[O:44])[NH:39]3)=[CH:49][CH:48]=1. Procedure details: Diethyl azodicarboxylate (0.47 mL, 3 mmol) was added to a solution of triphenylphosphine (0.786 g, 3 mmol) in tetrahydrofuran (10 mL) under nitrogen atmosphere. The mixture was stirred for 15 minutes. To it was then added 4-(2-hydroxy-ethyl)-1,3-dihydro-indol-2-one (0.53 g, 3 mmol) followed by 4-methoxyphenol (0.372 g, 3 mmol). The mixture was stirred at room temperature for 18 hours and the solvent was evaporated. The residue was dissolved in ethyl acetate (150 mL) and the organic solvent was w... Reactants: ClC1=CC=C(OC(C(C(C)(C)C)=O)N2N=CN=C2)C=C1 (1-(4-chlorophenoxy)-3,3-dimethyl-1-(1H-1,2,4-triazol-1-yl)-2-butanone), liquid, C(=O)(Cl)Cl (phosgene), N1=CC=CC=C1 (pyridine). Run in C1CCOC1 (THF). Reaction conditions: time 3 day. Yields the product ClC(=O)OC(=C(N1N=CN=C1)OC1=CC=C(C=C1)Cl)C(C)(C)C (1-(4-chlorophenoxy)-3,3-dimethyl-1-(1H-1,2,4-triazol-1-yl)-1-buten-2-yl chloroformate). The yield is 36.0%. As a reaction SMILES: [Cl:1][C:2]1[CH:20]=[CH:19][C:5]([O:6][CH:7]([N:14]2[CH:18]=[N:17][CH:16]=[N:15]2)[C:8](=[O:13])[C:9]([CH3:12])([CH3:11])[CH3:10])=[CH:4][CH:3]=1.[C:21](Cl)([Cl:23])=[O:22].N1C=CC=CC=1>C1COCC1>[Cl:23][C:21]([O:13][C:8]([C:9]([CH3:11])([CH3:12])[CH3:10])=[C:7]([O:6][C:5]1[CH:4]=[CH:3][C:2]([Cl:1])=[CH:20][CH:19]=1)[N:14]1[CH:18]=[N:17][CH:16]=[N:15]1)=[O:22]. Reported procedure: To a solution of 29.4 g (0.01 mole) of 1-(4-chlorophenoxy)-3,3-dimethyl-1-(1H-1,2,4-triazol-1-yl)-2-butanone in 250 ml of THF was added 20 ml of liquid phosgene, followed by 9 ml of pyridine. After 3 days, the mixture was filtered and the filtrate evaporated in vacuum to a residual oil. The oil was dissolved in hot 1-chlorobutane and the solution filtered to remove a little white solid. The filtrate was cooled, precipitating a white solid. The solid was isolated by filtration, providing 12.9 g (... The reactants are COC(=O)c1ccc2c(c1)nc(C(F)(F)F)n2-c1cnc(Br)cn1, C1COCCO1, [Cu]I, NC(=O)c1c(F)cccc1F, [K+], [K+], [K+], NCCN, O, O, O=P([O-])([O-])[O-]. The product is COC(=O)c1ccc2c(c1)nc(C(F)(F)F)n2-c1cnc(NC(=O)c2c(F)cccc2F)cn1. As a reaction SMILES: [Br:1][c:2]1[n:3][cH:4][c:5](-[n:8]2[c:9]([C:21]([F:22])([F:23])[F:24])[n:10][c:11]3[c:12]2[cH:13][cH:14][c:15]([C:17](=[O:18])[O:19][CH3:20])[cH:16]3)[n:6][cH:7]1.[CH2:49]1[O:50][CH2:51][CH2:52][O:53][CH2:54]1.[Cu:56][I:57].[F:25][c:26]1[c:27]([C:28](=[O:29])[NH2:30])[c:31]([F:35])[cH:32][cH:33][cH:34]1.[K+:41].[K+:42].[K+:43].[NH2:45][CH2:46][CH2:47][NH2:48].[OH2:44].[OH2:55].[P:36]([O-:37])([O-:38])([O-:39])=[O:40]>>[c:2]1([NH:30][C:28]([c:27]2[c:26]([F:25])[cH:34][cH:33][cH:32][c:31]2[F:35])=[O:29])[n:3][cH:4][c:5](-[n:8]2[c:9]([C:21]([F:22])([F:23])[F:24])[n:10][c:11]3[c:12]2[cH:13][cH:14][c:15]([C:17](=[O:18])[O:19][CH3:20])[cH:16]3)[n:6][cH:7]1. Product: COc1cccc(C2c3cc(OC)c(OC)cc3CCNC2(C)C)c1, Cl. RXN SMILES: [CH3:1][O:2][c:3]1[cH:4][c:5]([CH2:11][CH2:12][NH:13][C:14]([CH3:15])([CH3:16])[CH:17]([OH:18])[c:19]2[cH:20][c:21]([O:25][CH3:26])[cH:22][cH:23][cH:24]2)[cH:6][cH:7][c:8]1[O:9][CH3:10].[ClH:29].[Na+:28].[OH-:27]>>[CH3:1][O:2][c:3]1[cH:4][c:5]2[c:6]([cH:7][c:8]1[O:9][CH3:10])[CH:17]([c:19]1[cH:20][c:21]([O:25][CH3:26])[cH:22][cH:23][cH:24]1)[C:14]([CH3:15])([CH3:16])[NH:13][CH2:12][CH2:11]2.[ClH:29]. The reactants are COc1cccc(C(O)C(C)(C)NCCc2ccc(OC)c(OC)c2)c1, Cl, [Na+], [OH-]. Reactants: COCCOC1=CC=2N(C=C1)C(=CN2)C2=NC1=C(C=CC=C1C=C2)N (2-(7-(2-methoxyethoxy)imidazo[1,2-a]pyridin-3-yl)quinolin-8-amine), F[C@@H]1CN(CC[C@@H]1NC=1C=CC=C2C=CC(=NC12)C1=CN=C2N1C=CC(=C2)OCCOC)C(=O)OC(C)(C)C ((cis)-tert-Butyl 3-fluoro-4-(2-(7-(2-methoxyethoxy)imidazo[1,2-a]pyridin-3-yl)quinolin-8-ylamino)piperidine-1-carboxylate), Cl (hydrogen chloride), O1CCOCC1 (dioxane). The solvent is CO (MeOH). Run at time 4 hour. Product: F[C@@H]1CNCC[C@@H]1NC=1C=CC=C2C=CC(=NC12)C1=CN=C2N1C=CC(=C2)OCCOC (N-((cis)-3-fluoropiperidin-4-yl)-2-(7-(2-methoxyethoxy)imidazo[1,2-a]pyridin-3-yl)quinolin-8-amine). Yield: 39.5%. RXN SMILES: COCCOC1C=CN2C(C3C=CC4C(=C(N)C=CC=4)N=3)=CN=C2C=1.[F:26][C@H:27]1[C@@H:32]([NH:33][C:34]2[CH:35]=[CH:36][CH:37]=[C:38]3[C:43]=2[N:42]=[C:41]([C:44]2[N:48]4[CH:49]=[CH:50][C:51]([O:53][CH2:54][CH2:55][O:56][CH3:57])=[CH:52][C:47]4=[N:46][CH:45]=2)[CH:40]=[CH:39]3)[CH2:31][CH2:30][N:29](C(OC(C)(C)C)=O)[CH2:28]1.Cl.O1CCOCC1>CO>[F:26][C@H:27]1[C@@H:32]([NH:33][C:34]2[CH:35]=[CH:36][CH:37]=[C:38]3[C:43]=2[N:42]=[C:41]([C:44]2[N:48]4[CH:49]=[CH:50][C:51]([O:53][CH2:54][CH2:55][O:56][CH3:57])=[CH:52][C:47]4=[N:46][CH:45]=2)[CH:40]=[CH:39]3)[CH2:31][CH2:30][NH:29][CH2:28]1. Reported procedure: Preparation of N-(cis)-3-fluoropiperidin-4-yl)-2-(7-(2-methoxyethoxy)imidazo[1,2-a]pyridin-3-yl)quinolin-8-amine: (cis)-tert-Butyl 3-fluoro-4-(2-(7-(2-methoxyethoxy)imidazo[1,2-a]pyridin-3-yl)quinolin-8-ylamino)piperidine-1-carboxylate (0.050 g, 0.093 mmol) was dissolved in MeOH (1 mL) the solution was treated with 4 M hydrogen chloride in dioxane (0.583 ml, 2.33 mmol). The mixture was stirred at ambient temperature for 4 hours, then concentrated in vacuo. The residue was redissolved and re-conc...